This data is from the Open Reaction Database (ORD), a public repository of structured organic reaction records. The task is: describe an organic reaction: reactants, conditions, products, and yield The reactants are C1CCOC1, CNC, CC(C)(C)[O-], COc1ncc(S(=O)(=O)NC2CCC(C(=O)NC(C)c3ccc(F)cc3)CC2)cc1Br, [Na+], CN(C)C=O, O=C(C=Cc1ccccc1)C=Cc1ccccc1, O=C(C=Cc1ccccc1)C=Cc1ccccc1, O=C(C=Cc1ccccc1)C=Cc1ccccc1, O, [Pd], [Pd]. The product is COc1ncc(S(=O)(=O)NC2CCC(C(=O)NC(C)c3ccc(F)cc3)CC2)cc1N(C)C. Reaction SMILES: [CH2:35]1[O:36][CH2:37][CH2:38][CH2:39]1.[CH3:32][NH:33][CH3:34].[CH3:40][C:41]([CH3:42])([O-:43])[CH3:44].[F:1][c:2]1[cH:3][cH:4][c:5]([CH:8]([CH3:9])[NH:10][C:11](=[O:12])[CH:13]2[CH2:14][CH2:15][CH:16]([NH:19][S:20](=[O:21])(=[O:22])[c:23]3[cH:24][n:25][c:26]([O:30][CH3:31])[c:27]([Br:29])[cH:28]3)[CH2:17][CH2:18]2)[cH:6][cH:7]1.[Na+:45].[O:46]=[CH:47][N:48]([CH3:49])[CH3:50].[O:54]=[C:55]([CH:56]=[CH:57][c:58]1[cH:59][cH:60][cH:61][cH:62][cH:63]1)[CH:64]=[CH:65][c:66]1[cH:67][cH:68][cH:69][cH:70][cH:71]1.[O:72]=[C:73]([CH:74]=[CH:75][c:76]1[cH:77][cH:78][cH:79][cH:80][cH:81]1)[CH:82]=[CH:83][c:84]1[cH:85][cH:86][cH:87][cH:88][cH:89]1.[O:90]=[C:91]([CH:92]=[CH:93][c:94]1[cH:95][cH:96][cH:97][cH:98][cH:99]1)[CH:100]=[CH:101][c:102]1[cH:103][cH:104][cH:105][cH:106][cH:107]1.[OH2:51].[Pd:52].[Pd:53]>>[F:1][c:2]1[cH:3][cH:4][c:5]([CH:8]([CH3:9])[NH:10][C:11](=[O:12])[CH:13]2[CH2:14][CH2:15][CH:16]([NH:19][S:20](=[O:21])(=[O:22])[c:23]3[cH:24][n:25][c:26]([O:30][CH3:31])[c:27]([N:33]([CH3:32])[CH3:34])[cH:28]3)[CH2:17][CH2:18]2)[cH:6][cH:7]1.